The task is: describe an organic reaction: reactants, conditions, products, and yield. This data is from the Open Reaction Database (ORD), a public repository of structured organic reaction records. Reactants: C[N+]1([O-])CCOCC1, CC#N, CCC[N+](CCC)(CCC)CCC, ClCCl, O=[Ru](=O)(=O)[O-], CCCC(O)Cc1cccc(-c2c(C)cc(C)cc2C)n1. The product is CCCC(=O)Cc1cccc(-c2c(C)cc(C)cc2C)n1. RXN SMILES: [CH3:22][N+:23]1([O-:24])[CH2:25][CH2:26][O:27][CH2:28][CH2:29]1.[CH3:33][C:34]#[N:35].[CH3:41][CH2:42][CH2:43][N+:44]([CH2:45][CH2:46][CH3:47])([CH2:48][CH2:49][CH3:50])[CH2:51][CH2:52][CH3:53].[Cl:30][CH2:31][Cl:32].[O-:36][Ru:37](=[O:38])(=[O:39])=[O:40].[c:1]1([CH3:21])[c:2](-[c:9]2[cH:10][cH:11][cH:12][c:13]([CH2:15][CH:16]([CH2:17][CH2:18][CH3:19])[OH:20])[n:14]2)[c:3]([CH3:8])[cH:4][c:5]([CH3:7])[cH:6]1>>[c:1]1([CH3:21])[c:2](-[c:9]2[cH:10][cH:11][cH:12][c:13]([CH2:15][C:16]([CH2:17][CH2:18][CH3:19])=[O:20])[n:14]2)[c:3]([CH3:8])[cH:4][c:5]([CH3:7])[cH:6]1. The reactants are CO, ClCCl, Cl, CC(=O)c1ccc(C(F)(F)F)cc1. Yields the product CC(O)c1ccc(C(F)(F)F)cc1. RXN SMILES: [CH3:18][OH:19].[Cl:1][CH2:2][Cl:3].[ClH:17].[F:4][C:5]([c:6]1[cH:7][cH:8][c:9]([C:12]([CH3:13])=[O:14])[cH:10][cH:11]1)([F:15])[F:16]>>[F:4][C:5]([c:6]1[cH:7][cH:8][c:9]([CH:12]([CH3:13])[OH:14])[cH:10][cH:11]1)([F:15])[F:16].